From a dataset of the Open Reaction Database (ORD), a public repository of structured organic reaction records. describe an organic reaction: reactants, conditions, products, and yield Starting materials: ClC1=NC(=CC=C1CO)Cl ((2,6-dichloropyridin-3-yl)methanol), BrCC=1C(=NC(=CC1)Cl)Cl (3-(bromomethyl)-2,6-dichloropyridine), CC1=CC(=NC(=N1)S)O (6-methyl-2-sulfanylpyrimidin-4-ol). The solvent is C(C)N(CC)CC (triethylamine). Product: ClC1=NC(=CC=C1CSC1=NC(=CC(=N1)O)C)Cl (2-{[(2,6-dichloropyridin-3-yl)methyl]sulfanyl}-6-methylpyrimidin-4-ol). Yield: 82.0%. RXN SMILES: [Cl:1][C:2]1[C:7]([CH2:8]O)=[CH:6][CH:5]=[C:4]([Cl:10])[N:3]=1.BrCC1C(Cl)=NC(Cl)=CC=1.[CH3:21][C:22]1[N:27]=[C:26]([SH:28])[N:25]=[C:24]([OH:29])[CH:23]=1>C(N(CC)CC)C>[Cl:1][C:2]1[C:7]([CH2:8][S:28][C:26]2[N:25]=[C:24]([OH:29])[CH:23]=[C:22]([CH3:21])[N:27]=2)=[CH:6][CH:5]=[C:4]([Cl:10])[N:3]=1. Procedure details: The crude (2,6-dichloropyridin-3-yl)methanol was converted to 3-(bromomethyl)-2,6-dichloropyridine, which was then reacted with 6-methyl-2-sulfanylpyrimidin-4-ol in the presence of triethylamine to provide 2-{[(2,6-dichloropyridin-3-yl)methyl]sulfanyl}-6-methylpyrimidin-4-ol as a white solid (0.822 g, 82% yield); 1H NMR (400 MHz, DMSO-d6): δ 2.15 (s, 3H), 4.36 (s, 2H), 5.95 (bs, 1H), 7.40 (d, J=8.0 Hz, 1H), 8.01 (d, J=8.0 Hz, 1H); M+ 302.5. The reactants are ClC=1C=NC=C(C1)C(F)(F)F (3-Chloro-5-(trifluoromethyl)pyridine), N (ammonia). Reagents/catalysts: [Cu]Cl (copper(I)chloride). Solvent: O (water). Run at temperature 170 celsius, time 48 hour. Yields the product FC(C=1C=C(C=NC1)N)(F)F (5-(Trifluoromethyl)-3-pyridinamine). As a reaction SMILES: Cl[C:2]1[CH:3]=[N:4][CH:5]=[C:6]([C:8]([F:11])([F:10])[F:9])[CH:7]=1.[NH3:12]>O.[Cu]Cl>[F:9][C:8]([F:11])([F:10])[C:6]1[CH:7]=[C:2]([NH2:12])[CH:3]=[N:4][CH:5]=1. Procedure details: Prepared according to the method of Barlin et al., Aust. J Chem., 1990, 43, 1175: 3-Chloro-5-(trifluoromethyl)pyridine (3.0 g, 16.52 mmol) is suspended in water (67.5 ml) and treated with copper(I)chloride (8.18 g, 82.62 mmol). Aqueous ammonia solution (25%, 67.5 ml) is added, and the reaction is stirred for 48 hours at 170° C. in the autoclave. The reaction mixture is cooled to room temperature and extracted three times with dichloromethane. The combined organic phases are washed with brine, dr... Reactants: Na, C(CC(=O)OC)(=O)OC (dimethyl malonate), COC=1C=C(CBr)C=CC1C (3-methoxy-4-methylbenzyl bromide). The solvent is CO (MeOH). Reaction conditions: time 45 minute. Product: COC=1C=C(CC(C(=O)OC)C(=O)OC)C=CC1C (Dimethyl 2-(3-methoxy-4-methylbenzyl)malonate). Yield: 95.4%. As a reaction SMILES: [C:1]([O:8][CH3:9])(=[O:7])[CH2:2][C:3]([O:5][CH3:6])=[O:4].[CH3:10][O:11][C:12]1[CH:13]=[C:14]([CH:17]=[CH:18][C:19]=1[CH3:20])[CH2:15]Br>CO>[CH3:10][O:11][C:12]1[CH:13]=[C:14]([CH:17]=[CH:18][C:19]=1[CH3:20])[CH2:15][CH:2]([C:1]([O:8][CH3:9])=[O:7])[C:3]([O:5][CH3:6])=[O:4]. Procedure: A solution of 2.6 g (0.1124 g-atom) of Na in 50 mL of MeOH was treated with 12.9 mL (0.1124 mol) of dimethyl malonate and allowed to stir for 45 minutes. This was then treated dropwise with 24.17 g (0.1124 mol) of 3-methoxy-4-methylbenzyl bromide and the solution heated at reflux overnight. The solvent was removed under reduced pressure and the residue taken up in EtOAc. This was washed with 6% HCl, H2O, saturated NaHCO3, and saturated NaCl. Drying over MgSO4 and removal of the solvent under red... Reactants: [Na] (Sodium), C[C@H](CBr)CC ((S)-2-methylbutyl bromide), C(CC(=O)OCC)(=O)OCC (diethyl malonate), C[O-].[Na+] (sodium methoxide). The solvent is C(C)O (ethanol). The product is C[C@H](CC(C(=O)OCC)C(=O)OCC)CC (diethyl (S)-2-methylbutylmalonate). Reaction SMILES: [Na].C[O-].[Na+].[CH3:5][C@@H:6]([CH2:9][CH3:10])[CH2:7]Br.[C:11]([O:19][CH2:20][CH3:21])(=[O:18])[CH2:12][C:13]([O:15][CH2:16][CH3:17])=[O:14]>C(O)C>[CH3:5][C@@H:6]([CH2:9][CH3:10])[CH2:7][CH:12]([C:13]([O:15][CH2:16][CH3:17])=[O:14])[C:11]([O:19][CH2:20][CH3:21])=[O:18] |f:1.2,^1:0|. Procedure details: Sodium (57.5 g, 2.5 mols) was added to ethanol (1 l) to prepare sodium methoxide, followed by adding (S)-2-methylbutyl bromide (317 g, 2.1 mols) and diethyl malonate 400 g, 2.5 mols), refluxing the mixture for 5 hours and distilling off ethanol to obtain oily diethyl (S)-2-methylbutylmalonate. Starting materials: CC1(C(CCC1)=O)C#N (1-methyl-2-oxocyclopentanecarbonitrile), C(C)(=O)[O-].[NH4+] (ammonium acetate), C(#N)[BH3-].[Na+] (Sodium cyanoborohydride). Solvent: CO (methanol). Reaction conditions: time 2 hour. The product is NC1C(CCC1)(C#N)C (2-amino-1-methylcyclopentanecarbonitrile). Isolated yield 177.7%. RXN SMILES: [CH3:1][C:2]1([C:8]#[N:9])[CH2:6][CH2:5][CH2:4][C:3]1=O.C([O-])(=O)C.[NH4+].C([BH3-])#[N:16].[Na+]>CO>[NH2:16][CH:3]1[CH2:4][CH2:5][CH2:6][C:2]1([CH3:1])[C:8]#[N:9] |f:1.2,3.4|. Procedure: A mixture of 1-methyl-2-oxocyclopentanecarbonitrile (272 mg, 2.209 mmol, from Step 1) and ammonium acetate (917 mg, 11.90 mmol) in methanol (2 mL) was stirred at room temperature for 2 h. Sodium cyanoborohydride (69.4 mg, 1.104 mmol) was added. After 17 h at room temperature, the mixture was concentrated. The residue was dissolved in water and ethyl acetate and stirred vigorously. The ethyl acetate phase was separated, dried (MgSO4), filtered and concentrated to give crude 2-amino-1-methylcyclop... The reactants are CC1=CC(=NO1)O (5-methylisoxazol-3-ol), C(C)#N (acetonitrile), CS(=O)(=O)OC1CN(C1)C1=C(C(=O)OC)C=C(C=N1)C(F)(F)F (methyl 2-(3-((methylsulfonyl)oxy)azetidin-1-yl)-5-(trifluoromethyl)nicotinate). Conditions: temperature 180 celsius. Product: CC1=CC(=NO1)OC1CN(C1)C1=C(C(=O)OC)C=C(C=N1)C(F)(F)F (methyl 2-(3-((5-methylisoxazol-3-yl)oxy)azetidin-1-yl)-5-(trifluoromethyl)nicotinate). Isolated yield 16.5%. As a reaction SMILES: [CH3:1][C:2]1[O:6][N:5]=[C:4]([OH:7])[CH:3]=1.C(#N)C.CS(O[CH:16]1[CH2:19][N:18]([C:20]2[N:29]=[CH:28][C:27]([C:30]([F:33])([F:32])[F:31])=[CH:26][C:21]=2[C:22]([O:24][CH3:25])=[O:23])[CH2:17]1)(=O)=O>>[CH3:1][C:2]1[O:6][N:5]=[C:4]([O:7][CH:16]2[CH2:19][N:18]([C:20]3[N:29]=[CH:28][C:27]([C:30]([F:31])([F:32])[F:33])=[CH:26][C:21]=3[C:22]([O:24][CH3:25])=[O:23])[CH2:17]2)[CH:3]=1. Procedure: To a solution of 5-methylisoxazol-3-ol (33.48 mg, 0.34 mmol) in acetonitrile (0.7 ml) potassium carbonate (60.85 mg, 0.44 mmol) was added followed by addition of methyl 2-(3-((methylsulfonyl)oxy)azetidin-1-yl)-5-(trifluoromethyl)nicotinate (D68) (120 mg, 0.34 mmol). The reaction mixture was heated at 180° C. under microwave irradiation for 25 min. After solvent evaporation the residue was purified by Biotage SNAP-Si column (10 g) eluting with cycloexane/ethyl acetate from 95/05 to 70/30. Collect... Reactants: C1CCOC1, C=CCOc1ccc(C(=O)OC)cc1, CO, [Na+], [OH-]. Product: C=CCOc1ccc(C(=O)O)cc1. As a reaction SMILES: [CH2:15]1[O:16][CH2:17][CH2:18][CH2:19]1.[CH2:1]([CH:2]=[CH2:3])[O:4][c:5]1[cH:6][cH:7][c:8]([C:9](=[O:10])[O:11][CH3:12])[cH:13][cH:14]1.[CH3:22][OH:23].[Na+:21].[OH-:20]>>[CH2:1]([CH:2]=[CH2:3])[O:4][c:5]1[cH:6][cH:7][c:8]([C:9](=[O:10])[OH:11])[cH:13][cH:14]1. The reactants are [Si](C)(C)(C(C)(C)C)C#C (tert-butyldimethylsilylacetylene), C(CC)N (n-propyl amine), Cl\C=C/Cl ((Z)-1,2-dichloroethene). The reagents and catalysts are [Cu](I)I (copper iodide), Cl[Pd]([P](C1=CC=CC=C1)(C2=CC=CC=C2)C3=CC=CC=C3)([P](C4=CC=CC=C4)(C5=CC=CC=C5)C6=CC=CC=C6)Cl (bis(triphenylphosphine)palladium(II) chloride). Solvent: CCOCC (ether). Conditions: temperature -78 celsius, time 3 hour. Yields the product Cl\C=C/C#C[Si](C)(C)C(C)(C)C ((Z)-1-chloro-4-(tert-butyldimethylsilyl)-1-buten-3-yne). Isolated yield 60.4%. RXN SMILES: [Si:1]([C:8]#[CH:9])([C:4]([CH3:7])([CH3:6])[CH3:5])([CH3:3])[CH3:2].C(N)CC.[Cl:14]/[CH:15]=[CH:16]\Cl>CCOCC.[Cu](I)I.Cl[Pd](Cl)([P](C1C=CC=CC=1)(C1C=CC=CC=1)C1C=CC=CC=1)[P](C1C=CC=CC=1)(C1C=CC=CC=1)C1C=CC=CC=1>[Cl:14]/[CH:15]=[CH:16]\[C:9]#[C:8][Si:1]([C:4]([CH3:7])([CH3:6])[CH3:5])([CH3:3])[CH3:2] |^1:28,47|. Procedure details: A solution of tert-butyldimethylsilylacetylene (14.5 g, 103 mmol, 1 equiv), n-propyl amine (42.5 ml,, 517 mmol, 5.00 equiv), and (Z)-1,2-dichloroethene (32.5 mL, 413 mmol, 4.00 equiv) in ether (150 mL) was deoxygenated at -78° C. by alternately evacuating the reaction vessel and flushing with argon (8×). The deoxygenated solution was transferred to an ice bath and copper iodide (2.95 g, 15.5 mmol, 0.15 equiv) was added. The mixture was cooled to -78° C. and was deoxygenated as above. In a simila...